This data is from the Open Reaction Database (ORD), a public repository of structured organic reaction records. The task is: describe an organic reaction: reactants, conditions, products, and yield The reactants are ClCCl, CC(=O)O, O=[N+]([O-])O, COc1cc(C(=O)C(C)C)ccc1O. As a reaction SMILES: [CH2:23]([Cl:24])[Cl:25].[CH3:19][C:20](=[O:21])[OH:22].[OH:15][N+:16]([O-:17])=[O:18].[OH:1][c:2]1[c:3]([O:13][CH3:14])[cH:4][c:5]([C:8]([CH:9]([CH3:10])[CH3:11])=[O:12])[cH:6][cH:7]1>>[OH:1][c:2]1[c:3]([O:13][CH3:14])[cH:4][c:5]([C:8]([CH:9]([CH3:10])[CH3:11])=[O:12])[cH:6][c:7]1[N+:16](=[O:15])[O-:17]. The product is COc1cc(C(=O)C(C)C)cc([N+](=O)[O-])c1O.